Dataset: the Open Reaction Database (ORD), a public repository of structured organic reaction records. Task: describe an organic reaction: reactants, conditions, products, and yield Starting materials: C(C=C)C=1N=C(OC1CC)C(C)(C)C (4-allyl-2-tert-butyl-5-ethyl-oxazole), [OH-].[Na+] (NaOH), OO (H2O2), B1C2CCCC1CCC2 (9-BBN). The solvent is CCOC(=O)C (AcOEt), O (water), C1CCOC1 (THF). Run at time 3 hour. Product: C(C)(C)(C)C=1OC(=C(N1)CCCO)CC (3-(2-tert-butyl-5-ethyl-oxazol-4-yl)-propan-1-ol). Reaction SMILES: [CH2:1]([C:4]1[N:5]=[C:6]([C:11]([CH3:14])([CH3:13])[CH3:12])[O:7][C:8]=1[CH2:9][CH3:10])[CH:2]=[CH2:3].B1C2CCCC1CCC2.[OH:24]O.[OH-].[Na+]>CCOC(C)=O.O.C1COCC1>[C:11]([C:6]1[O:7][C:8]([CH2:9][CH3:10])=[C:4]([CH2:1][CH2:2][CH2:3][OH:24])[N:5]=1)([CH3:13])([CH3:12])[CH3:14] |f:3.4|. Procedure: 0.693 g of 4-allyl-2-tert-butyl-5-ethyl-oxazole (3.585 mmol) was dissolved under an argon atmosphere in 10 ml of abs. THF and treated at 0° with 3 eq. of 9-BBN (0.5 M, hexane). After 3 h at ambient temperature, when TLC indicated the absence of starting material, 20.9 ml of 30% H2O2 and 10. 3 ml of 3N NaOH was added dropwise, but simultaneously. After cessation of the strongly exothermic reaction, the mixture was diluted with AcOEt and water, the layers separated, the aqueous phase reextracted w...